Dataset: the Open Reaction Database (ORD), a public repository of structured organic reaction records. Task: describe an organic reaction: reactants, conditions, products, and yield The reactants are ClC=1C(N(S(C1C1=CC=CC=C1)(=O)=O)C(C)C)=O (4-chloro-2-isopropyl-5-phenylisothiazol-3(2H)-one 1,1-dioxide), TEA, ClC=1C(=NC=C(C1)C(F)(F)F)N1CCC(CC1)N (1-[3-chloro-5-(trifluoromethyl)pyridin-2-yl]piperidin-4-amine). The solvent is CC#N (MeCN). Product: ClC=1C(=NC=C(C1)C(F)(F)F)N1CCC(CC1)NC=1C(N(S(C1C1=CC=CC=C1)(=O)=O)C(C)C)=O (4-({1-[3-Chloro-5-(trifluoromethyl)pyridin-2-yl]piperidin-4-yl}amino)-2-isopropyl-5-phenylisothiazol-3(2H)-one 1,1-dioxide). Yield: 92.9%. RXN SMILES: Cl[C:2]1[C:3](=[O:18])[N:4]([CH:15]([CH3:17])[CH3:16])[S:5](=[O:14])(=[O:13])[C:6]=1[C:7]1[CH:12]=[CH:11][CH:10]=[CH:9][CH:8]=1.[Cl:19][C:20]1[C:21]([N:30]2[CH2:35][CH2:34][CH:33]([NH2:36])[CH2:32][CH2:31]2)=[N:22][CH:23]=[C:24]([C:26]([F:29])([F:28])[F:27])[CH:25]=1>CC#N>[Cl:19][C:20]1[C:21]([N:30]2[CH2:31][CH2:32][CH:33]([NH:36][C:2]3[C:3](=[O:18])[N:4]([CH:15]([CH3:17])[CH3:16])[S:5](=[O:14])(=[O:13])[C:6]=3[C:7]3[CH:12]=[CH:11][CH:10]=[CH:9][CH:8]=3)[CH2:34][CH2:35]2)=[N:22][CH:23]=[C:24]([C:26]([F:28])([F:29])[F:27])[CH:25]=1. Reported procedure: A solution of 4-chloro-2-isopropyl-5-phenylisothiazol-3(2H)-one 1,1-dioxide (0.200 g, 0.700 mmol), TEA (0.106 g, 1.050 mmol) and 1-[3-chloro-5-(trifluoromethyl)pyridin-2-yl]piperidin-4-amine (0.294 g, 1.050 mmol) in MeCN (mL) was heated in a microwave reactor at 120° C. for 30 mins. The residue was purified by silica gel column chromatography (Horizons Biotage) using a 1:1 mixture of heptane and EtOAc as eluant, to give the title compound (0.344 g, 93%); 1H NMR (500 MHz, CDCl3): δ 8.34-8.33 (m, ... Reactants: B(Cl)(Cl)Cl (boron trichloride), COC1=C(SC=C1)C(C=C(C)C)=O (3-methoxy-2-(3-methyl-1-oxo-2-buten-1-yl) thiophene), Ice water, [K+].[Br-] (KBr), resultant solution. The solvent is ClCCl (dichloromethane), ClCCl (dichloromethane). The product is OC1=C(SC=C1)C(C=C(C)C)=O (3-Hydroxy-2-(3-methyl-1-oxo-2-buten-1-yl)thiophene). Reaction SMILES: B(Cl)(Cl)Cl.C[O:6][C:7]1[CH:11]=[CH:10][S:9][C:8]=1[C:12](=[O:17])[CH:13]=[C:14]([CH3:16])[CH3:15].[K+].[Br-]>ClCCl>[OH:6][C:7]1[CH:11]=[CH:10][S:9][C:8]=1[C:12](=[O:17])[CH:13]=[C:14]([CH3:15])[CH3:16] |f:2.3|. Procedure: A solution of boron trichloride, (1.0M in dichloromethane, 800 mL, 0.80 mol) was slowly added to a solution of 3-methoxy-2-(3-methyl-1-oxo-2-buten-1-yl) thiophene (52.3 g, 0.27 mol) in dichloromethane (400 mL) at -10° C. to 5° C. The resultant solution was stirred an additional 1.5 h at -5° C. Ice water was added slowly with rapid stirring. The organic layer was separated, dried over sodium sulfate, and eluted through a pad of silica gel. The solvent was evaporated in vacuo and the resultant oil...